describe an organic reaction: reactants, conditions, products, and yield From a dataset of the Open Reaction Database (ORD), a public repository of structured organic reaction records. The reactants are N#N (N2), IC1=NNC=C1 (3-iodo-1H-pyrazole), CC(C)(C)O (2-methylpropan-2-ol), S(O)(O)(=O)=O (sulfuric acid). Reaction conditions: temperature 100 celsius. The product is C(C)(C)(C)N1N=C(C=C1)I (1-(tert-butyl)-3-iodo-1H-pyrazole). Reaction SMILES: N#N.[I:3][C:4]1[CH:8]=[CH:7][NH:6][N:5]=1.[CH3:9][C:10](O)([CH3:12])[CH3:11].S(=O)(=O)(O)O>>[C:10]([N:6]1[CH:7]=[CH:8][C:4]([I:3])=[N:5]1)([CH3:12])([CH3:11])[CH3:9]. Procedure details: To a round-bottomed flask equipped with a stifling bar and a N2 tee, 3-iodo-1H-pyrazole (2.00 g, 10 mmol), 2-methylpropan-2-ol (7.64 g, 103 mmol), and concentrated sulfuric acid (1.08 g, 11 mmol) were added. The resulting mixture was heated at 100° C. for 3 hrs. The reactants are FC(C(=O)N(CC(=O)OCC)CP(=S)(N1CCCC1)N1CCCC1)(F)F (N-trifluoroacetyl-N-[bis(pyrrolidino)phosphinothioylmethyl]glycine, ethyl ester), sodium tetrahydrido boron. The solvent is C(C)O (ethanol). Yields the product N1(CCCC1)P(=S)(N1CCCC1)CNCC(=O)OCC (N-[bis(pyrrolidino)phosphinothioylmethyl]glycine, ethyl ester). The yield is 26.5%. RXN SMILES: FC(F)(F)C([N:5]([CH2:12][P:13]([N:20]1[CH2:24][CH2:23][CH2:22][CH2:21]1)([N:15]1[CH2:19][CH2:18][CH2:17][CH2:16]1)=[S:14])[CH2:6][C:7]([O:9][CH2:10][CH3:11])=[O:8])=O>C(O)C>[N:15]1([P:13]([CH2:12][NH:5][CH2:6][C:7]([O:9][CH2:10][CH3:11])=[O:8])([N:20]2[CH2:24][CH2:23][CH2:22][CH2:21]2)=[S:14])[CH2:16][CH2:17][CH2:18][CH2:19]1. Reported procedure: N-trifluoroacetyl-N-[bis(pyrrolidino)phosphinothioylmethyl]glycine, ethyl ester (2.7 g, 0.00649 mole), was dissolved in ethanol. The solution was stirred and sodium tetrahydrido boron (245 mg, 6.49 mm) was added portionwise over a ten minute period. The solution was stirred for an additional 20 minutes. The solvent was removed by evaporation under vacuum and the residue was washed with water. The water washings were saturated with sodium chloride and the aqueous layer and insoluble residue were ... Starting materials: [OH-].[K+] (potassium hydroxide), ice, ClC=1C=C(CC(C(=O)OCC)C(=O)OCC)C=CC1 (diethyl 3-chlorobenzylmalonate). Solvent: C(C)O (ethanol), C(C)O (ethanol). Run at time 18 hour. The product is C(C)OC(C(C(=O)O)CC1=CC(=CC=C1)Cl)=O (3-chlorobenzylmalonic acid monoethyl ester). RXN SMILES: [OH-].[K+].[Cl:3][C:4]1[CH:5]=[C:6]([CH:19]=[CH:20][CH:21]=1)[CH2:7][CH:8]([C:14]([O:16]CC)=[O:15])[C:9]([O:11][CH2:12][CH3:13])=[O:10]>C(O)C>[CH2:12]([O:11][C:9](=[O:10])[CH:8]([CH2:7][C:6]1[CH:19]=[CH:20][CH:21]=[C:4]([Cl:3])[CH:5]=1)[C:14]([OH:16])=[O:15])[CH3:13] |f:0.1|. Procedure: A solution of potassium hydroxide (26 g) in absolute ethanol (375 ml) is added during 30 minutes to an ice-cold solution of diethyl 3-chlorobenzylmalonate (112 g) in absolute ethanol (375 ml). The solution is stirred at room temperature for 18 hours, and the solvent removed under reduced pressure. The residue is dissolved in water (1200 ml) and the solution cooled in an ice-bath. Concentrated hydrochloric acid (29 ml) is added, and the solution extracted with ether (2×350 ml). The combined ether... Reactants: NC=1SC=C(N1)C(C(=O)NC1[C@@H]2N(C(=CCS2)C(=O)OCC2=CC=C(C=C2)[N+](=O)[O-])C1=O)=NOCC1=CC=CC=C1 (4-nitrobenzyl 7-[2-(2-aminothiazol-4-yl)-2-benzyloxyiminoacetamido]-3-cephem-4-carboxylate), C(C)(=O)O (acetic acid), O (water), CO (methanol). Reagents/catalysts: [C].[Pd] (palladium carbon). Solvent: O1CCCC1 (tetrahydrofuran). Run at time 6 hour. The product is NC=1SC=C(N1)C(C(=O)NC1[C@@H]2N(C(=CCS2)C(=O)O)C1=O)=NOCC1=CC=CC=C1 (7-[2-(2-aminothiazol-4-yl)-2-benzyloxyiminoacetamido]-3-cephem-4-carboxylic acid). Isolated yield 52.7%. As a reaction SMILES: [NH2:1][C:2]1[S:3][CH:4]=[C:5]([C:7](=[N:33][O:34][CH2:35][C:36]2[CH:41]=[CH:40][CH:39]=[CH:38][CH:37]=2)[C:8]([NH:10][CH:11]2[C:31](=[O:32])[N:13]3[C:14]([C:18]([O:20]CC4C=CC([N+]([O-])=O)=CC=4)=[O:19])=[CH:15][CH2:16][S:17][C@H:12]23)=[O:9])[N:6]=1.C(O)(=O)C.O.CO>[C].[Pd].O1CCCC1>[NH2:1][C:2]1[S:3][CH:4]=[C:5]([C:7](=[N:33][O:34][CH2:35][C:36]2[CH:41]=[CH:40][CH:39]=[CH:38][CH:37]=2)[C:8]([NH:10][CH:11]2[C:31](=[O:32])[N:13]3[C:14]([C:18]([OH:20])=[O:19])=[CH:15][CH2:16][S:17][C@H:12]23)=[O:9])[N:6]=1 |f:4.5|. Reported procedure: A mixture of 4-nitrobenzyl 7-[2-(2-aminothiazol-4-yl)-2-benzyloxyiminoacetamido]-3-cephem-4-carboxylate (syn isomer, 2.7 g.), 10% palladium carbon (1 g.), acetic acid (1 ml.), water (4 ml.), methanol (20 ml.) and tetrahydrofuran (30 ml.) was subjected to catalytic reduction at room temperature under ordinary pressure for 6 hours. After removing the insoluble substance from the resultant mixture by filtration, the filtrate was concentrated in vacuo. Water was added to the residue and adjusted to ... The reactants are CS(=O)(=O)Cl (methanesulfonyl chloride), sulfonyl ester, NC[C@H]1CN(C(O1)=O)C1=CC=C(C=C1)N1C(COCC1)=O (4-[4-[(5S)-5-(aminomethyl)-2-oxo-1,3-oxazolidin-3-yl]phenyl]morpholine-3-one), CN1C=NC=C1 (1-Methylimidazole), ClC1=CC=C(S1)C(=O)O (5-chlorothiophene-2-carboxylic acid). The solvent is ClCCl (dichloromethane), O (water), ClCCl (dichloromethane). Run at time 10 minute. The product is C1=CC(=CC=C1N2CCOCC2=O)N3C[C@@H](OC3=O)CNC(=O)C4=CC=C(S4)Cl (rivaroxaban). Yield: 89.9%. Reaction SMILES: CN1C=CN=C1.[Cl:7][C:8]1[S:12][C:11]([C:13]([OH:15])=O)=[CH:10][CH:9]=1.CS(Cl)(=O)=O.[NH2:21][CH2:22][C@@H:23]1[O:27][C:26](=[O:28])[N:25]([C:29]2[CH:34]=[CH:33][C:32]([N:35]3[CH2:40][CH2:39][O:38][CH2:37][C:36]3=[O:41])=[CH:31][CH:30]=2)[CH2:24]1>ClCCl.O>[CH:33]1[C:32]([N:35]2[C:36](=[O:41])[CH2:37][O:38][CH2:39][CH2:40]2)=[CH:31][CH:30]=[C:29]([N:25]2[C:26](=[O:28])[O:27][C@@H:23]([CH2:22][NH:21][C:13]([C:11]3[S:12][C:8]([Cl:7])=[CH:9][CH:10]=3)=[O:15])[CH2:24]2)[CH:34]=1. Procedure: 1-Methylimidazole (24.6 g, 0.3 mol) was added to a stirred suspension of 5-chlorothiophene-2-carboxylic acid (16.25 g, 0.1 mol) in dichloromethane (162 ml) at 0-5° C. and the resulting solution was stirred for 10 minutes. A solution of methanesulfonyl chloride (12 g, 0.105 mol) in dichloromethane (40 ml) was added to the above solution at −5° C. The resulting solution was stirred for 1 hour at −5° C. to produce a reaction mass containing the sulfonyl ester intermediate, followed by portion wise ... Reactants: ClC=1C=C2C(CC(NC2=CC1)C=1C=C(C=CC1)N)(C)C (3-(6-Chloro-4,4-dimethyl-1,2,3,4-tetrahydro-quinolin-2-yl)-phenylamine), FC1=C(C=CC=C1)S(=O)(=O)Cl (2-fluoro-benzenesulfonyl chloride). Solvent: N1=CC=CC=C1 (pyridine). Conditions: time 8 hour. Product: ClC=1C=C2C(CC(NC2=CC1)C=1C=C(C=CC1)NS(=O)(=O)C1=C(C=CC=C1)F)(C)C (N-[3-(6-chloro-4,4-dimethyl-1,2,3,4-tetrahydro-quinolin-2-yl)-phenyl]-2-fluoro-benzenesulfonamide). Isolated yield 47.9%. Reaction SMILES: [Cl:1][C:2]1[CH:3]=[C:4]2[C:9](=[CH:10][CH:11]=1)[NH:8][CH:7]([C:12]1[CH:13]=[C:14]([NH2:18])[CH:15]=[CH:16][CH:17]=1)[CH2:6][C:5]2([CH3:20])[CH3:19].[F:21][C:22]1[CH:27]=[CH:26][CH:25]=[CH:24][C:23]=1[S:28](Cl)(=[O:30])=[O:29]>N1C=CC=CC=1>[Cl:1][C:2]1[CH:3]=[C:4]2[C:9](=[CH:10][CH:11]=1)[NH:8][CH:7]([C:12]1[CH:13]=[C:14]([NH:18][S:28]([C:23]3[CH:24]=[CH:25][CH:26]=[CH:27][C:22]=3[F:21])(=[O:30])=[O:29])[CH:15]=[CH:16][CH:17]=1)[CH2:6][C:5]2([CH3:20])[CH3:19]. Procedure details: 3-(6-Chloro-4,4-dimethyl-1,2,3,4-tetrahydro-quinolin-2-yl)-phenylamine (150 mg, 0.53 mmol) and the 2-fluoro-benzenesulfonyl chloride (92 mg, 0.63 mmol) was dissolved in pyridine (5 mL). The mixture was stirred at room temperature overnight. The solvent was removed and the residue was purified on column chromatography using petroleum ether/ethyl acetate=5:1 as eluent to afford N-[3-(6-chloro-4,4-dimethyl-1,2,3,4-tetrahydro-quinolin-2-yl)-phenyl]-2-fluoro-benzenesulfonamide (113 mg, yield: 44%) as... The reactants are BrC=1C(=NC=NC1OCCOC1=NC=C(C=N1)SC)NS(=O)(=O)C1=CC=C(C=C1)C(C)(C)C (N-{5-bromo-6-[2-(5-methylthiopyrimidin-2-yloxy)ethoxy]-pyrimidin-4-yl}-4-tert-butylbenzenesulfonamide), S1C(=CC2=C1C=CC=C2)[Sn](CCCC)(CCCC)CCCC (2-benzothienyl tributyltin), C1(=CC=CC=C1)P(C1=CC=CC=C1)C1=CC=CC=C1 (triphenylphosphine), [F-].[K+] (potassium fluoride), C(C)(C)(C)C1(CC=CC(=C1O)C(C)(C)C)C (2,6-di-tert-butylcresol). Reagents/catalysts: C1=CC=C(C=C1)P(C2=CC=CC=C2)C3=CC=CC=C3.C1=CC=C(C=C1)P(C2=CC=CC=C2)C3=CC=CC=C3.Cl[Pd]Cl (bis(triphenylphosphine)palladium (II) chloride), [Cu]Br (copper (I) bromide). Solvent: C(C)(=O)OCC (ethyl acetate), O1CCOCC1 (dioxane). Product: C(C)(C)(C)C1=CC=C(C=C1)S(=O)(=O)NC1=NC=NC(=C1C=1SC2=C(C1)C=CC=C2)OCCOC2=NC=C(C=N2)SC (4-tert-Butyl-N-{5-(2-benzothienyl)-6-[2-(5-methylthiopyrimidin-2-yloxy)-ethoxy]pyrimidin-4-yl}benzenesulfonamide). Yield: 83.0%. As a reaction SMILES: Br[C:2]1[C:3]([NH:20][S:21]([C:24]2[CH:29]=[CH:28][C:27]([C:30]([CH3:33])([CH3:32])[CH3:31])=[CH:26][CH:25]=2)(=[O:23])=[O:22])=[N:4][CH:5]=[N:6][C:7]=1[O:8][CH2:9][CH2:10][O:11][C:12]1[N:17]=[CH:16][C:15]([S:18][CH3:19])=[CH:14][N:13]=1.[S:34]1[C:38]2[CH:39]=[CH:40][CH:41]=[CH:42][C:37]=2[CH:36]=[C:35]1[Sn](CCCC)(CCCC)CCCC.C1(P(C2C=CC=CC=2)C2C=CC=CC=2)C=CC=CC=1.C(C1(C)C(O)=C(C(C)(C)C)C=CC1)(C)(C)C.[F-].[K+]>C(OCC)(=O)C.C1C=CC(P(C2C=CC=CC=2)C2C=CC=CC=2)=CC=1.C1C=CC(P(C2C=CC=CC=2)C2C=CC=CC=2)=CC=1.Cl[Pd]Cl.[Cu]Br.O1CCOCC1>[C:30]([C:27]1[CH:28]=[CH:29][C:24]([S:21]([NH:20][C:3]2[C:2]([C:35]3[S:34][C:38]4[CH:39]=[CH:40][CH:41]=[CH:42][C:37]=4[CH:36]=3)=[C:7]([O:8][CH2:9][CH2:10][O:11][C:12]3[N:17]=[CH:16][C:15]([S:18][CH3:19])=[CH:14][N:13]=3)[N:6]=[CH:5][N:4]=2)(=[O:23])=[O:22])=[CH:25][CH:26]=1)([CH3:33])([CH3:32])[CH3:31] |f:4.5,7.8.9|. Reported procedure: A mixture of N-{5-bromo-6-[2-(5-methylthiopyrimidin-2-yloxy)ethoxy]-pyrimidin-4-yl}-4-tert-butylbenzenesulfonamide (200 mg), 2-benzothienyl tributyltin (460 mg), bis(triphenylphosphine)palladium (II) chloride (51 mg), triphenylphosphine (28 mg), copper (I) bromide (21 mg), a few crystals of 2,6-di-tert-butylcresol and dioxane (6 ml) is refluxed for two hours. After cooling, the reaction solution is diluted with ethyl acetate and an aqueous potassium fluoride solution, and the mixture is stirred ... The reactants are O.NN (Hydrazine hydrate), NC1=NC=2C=CC=CC2C2=C1N=C(N2CC(C)C)CON2C(C1=CC=CC=C1C2=O)=O (2-{[4-amino-1-(2-methylpropyl)-1H-imidazo[4,5-c]quinolin-2-yl]methoxy}isoindole-1,3-dione). Solvent: C(C)O (ethanol). Conditions: time 3 hour. Product: NC1=NC=2C=CC=CC2C2=C1N=C(N2CC(C)C)CON (O-{[4-amino-1-(2-methylpropyl)-1H-imidazo[4,5-c]quinolin-2-yl]methyl}hydroxylamine). The yield is 77.3%. RXN SMILES: O.NN.[NH2:4][C:5]1[C:14]2[N:15]=[C:16]([CH2:22][O:23][N:24]3C(=O)C4C(=CC=CC=4)C3=O)[N:17]([CH2:18][CH:19]([CH3:21])[CH3:20])[C:13]=2[C:12]2[CH:11]=[CH:10][CH:9]=[CH:8][C:7]=2[N:6]=1>C(O)C>[NH2:4][C:5]1[C:14]2[N:15]=[C:16]([CH2:22][O:23][NH2:24])[N:17]([CH2:18][CH:19]([CH3:20])[CH3:21])[C:13]=2[C:12]2[CH:11]=[CH:10][CH:9]=[CH:8][C:7]=2[N:6]=1 |f:0.1|. Reported procedure: Hydrazine hydrate (9 mL) was added to a suspension of 2-{[4-amino-1-(2-methylpropyl)-1H-imidazo[4,5-c]quinolin-2-yl]methoxy}isoindole-1,3-dione (3.9 g) in ethanol (90 mL). The resulting solution was stirred at ambient temperature for 3 hours. The reaction mixture was filtered to remove a precipitate and the filter cake was washed with ethanol and dichloromethane. The filtrate was concentrated under reduced pressure, diluted with aqueous 1N hydrochloric acid (100 mL), and then washed sequentially...